describe an organic reaction: reactants, conditions, products, and yield From a dataset of the Open Reaction Database (ORD), a public repository of structured organic reaction records. The reactants are [Si](C)(C)(C(C)(C)C)OC[C@H]1CN(C(O1)=O)C1=CC=C(C=C1)I ((5R)-5-({[tert-butyl(dimethyl)silyl]oxy}methyl)-3-(4-iodophenyl)-1,3-oxazolidin-2-one), FC=1C=C(C=CC1I)N1C(O[C@H](C1)CO)=O ((5R)-3-(3-fluoro-4-iodophenyl)-5-(hydroxymethyl)-1,3-oxazolidin-2-one). Product: [Si](C)(C)(C(C)(C)C)OC[C@H]1CN(C(O1)=O)C1=CC(=C(C=C1)I)F ((5R)-5-({[tert-Butyl(dimethyl)silyl]oxy}methyl)-3-(3-fluoro-4-iodophenyl)-1,3-oxazolidin-2-one). Reaction SMILES: [Si:1]([O:8][CH2:9][C@@H:10]1[O:14][C:13](=[O:15])[N:12]([C:16]2[CH:21]=[CH:20][C:19]([I:22])=[CH:18][CH:17]=2)[CH2:11]1)([C:4]([CH3:7])([CH3:6])[CH3:5])([CH3:3])[CH3:2].[F:23]C1C=C(N2C[C@H](CO)OC2=O)C=CC=1I>>[Si:1]([O:8][CH2:9][C@@H:10]1[O:14][C:13](=[O:15])[N:12]([C:16]2[CH:17]=[CH:18][C:19]([I:22])=[C:20]([F:23])[CH:21]=2)[CH2:11]1)([C:4]([CH3:7])([CH3:5])[CH3:6])([CH3:3])[CH3:2]. Procedure: Using essentially the same procedure as that used for (5R)-5-({[tert-butyl(dimethyl)silyl]oxy}methyl)-3-(4-iodophenyl)-1,3-oxazolidin-2-one (above), but starting from (5R)-3-(3-fluoro-4-iodophenyl)-5-(hydroxymethyl)-1,3-oxazolidin-2-one (2.0 g, 1.0 mM) gave the title compound as a light yellow soild after chromatography using 50% ethyl acetate/hexanes (1.94 g). The reactants are ( 6 ), N (ammonia), FC(C=1N=CN(C1)C1=C(C=C(C=C1)N=C=S)OC)F (4-(difluoromethyl)-1-(4-isothiocyanato-2-methoxyphenyl)-1H-imidazole). Reaction conditions: time 16 hour. Product: FC(C=1N=CN(C1)C1=C(C=C(C=C1)NC(=S)N)OC)F (1-(4-(4-(difluoromethyl)-1H-imidazol-1-yl)-3-methoxyphenyl)thiourea). Isolated yield 86.1%. RXN SMILES: [NH3:1].[F:2][CH:3]([F:20])[C:4]1[N:5]=[CH:6][N:7]([C:9]2[CH:14]=[CH:13][C:12]([N:15]=[C:16]=[S:17])=[CH:11][C:10]=2[O:18][CH3:19])[CH:8]=1>>[F:20][CH:3]([F:2])[C:4]1[N:5]=[CH:6][N:7]([C:9]2[CH:14]=[CH:13][C:12]([NH:15][C:16]([NH2:1])=[S:17])=[CH:11][C:10]=2[O:18][CH3:19])[CH:8]=1. Reported procedure: Step N (6): Methanolic ammonia (2.0 M, 100 mL, 200 mmol) was added to a flask charged with 4-(difluoromethyl)-1-(4-isothiocyanato-2-methoxyphenyl)-1H-imidazole (2.26 g, 8.1 mmol). After 16 h, the reaction mixture was concentrated in vacuo to afford 1-(4-(4-(difluoromethyl)-1H-imidazol-1-yl)-3-methoxyphenyl)thiourea (2.08 g, 87% yield). LC-MS (M+H)+ 299.1. Reactants: O=C([O-])O, CCc1ccc(C(O)c2ccncc2OCOCC[Si](C)(C)C)cc1, [Na+], C1CCOC1, O, O, Cc1ccc(S(=O)(=O)O)cc1. Yields the product CCc1ccc(C(O)c2ccncc2O)cc1. Reaction SMILES: [C:43](=[O:44])([OH:45])[O-:46].[CH2:1]([CH3:2])[c:3]1[cH:4][cH:5][c:6]([CH:9]([OH:10])[c:11]2[c:12]([O:17][CH2:18][O:19][CH2:20][CH2:21][Si:22]([CH3:23])([CH3:24])[CH3:25])[cH:13][n:14][cH:15][cH:16]2)[cH:7][cH:8]1.[Na+:47].[O:26]1[CH2:27][CH2:28][CH2:29][CH2:30]1.[OH2:31].[OH2:48].[c:32]1([CH3:33])[cH:34][cH:35][c:36]([S:37]([OH:38])(=[O:39])=[O:40])[cH:41][cH:42]1>>[CH2:1]([CH3:2])[c:3]1[cH:4][cH:5][c:6]([CH:9]([OH:10])[c:11]2[c:12]([OH:17])[cH:13][n:14][cH:15][cH:16]2)[cH:7][cH:8]1. Starting materials: boron trifluoride ether, [Si](Cl)(Cl)(Cl)Cl (silicon tetrachloride), C(C1=CC=CC=C1)#N (benzonitrile), N(C1=CC=CC=C1)C1CCN(CC1)C (4-anilino-1-methyl-piperidine), [OH-].[Na+] (sodium hydroxide). The solvent is CO (methanol), ClCCCl (1.2-dichloroethane), O (water). The product is CN1CCC(CC1)NC1=C(C(C2=CC=CC=C2)=N)C=CC=C1 (2-(1-methyl-4-piperidinyl)aminobenzophenone imine). Isolated yield 70.6%. As a reaction SMILES: [NH:1]([CH:8]1[CH2:13][CH2:12][N:11]([CH3:14])[CH2:10][CH2:9]1)[C:2]1[CH:7]=[CH:6][CH:5]=[CH:4][CH:3]=1.[Si](Cl)(Cl)(Cl)Cl.[C:20](#[N:27])[C:21]1[CH:26]=[CH:25][CH:24]=[CH:23][CH:22]=1.[OH-].[Na+]>ClCCCl.O.CO>[CH3:14][N:11]1[CH2:12][CH2:13][CH:8]([NH:1][C:2]2[CH:3]=[CH:4][CH:5]=[CH:6][C:7]=2[C:20](=[NH:27])[C:21]2[CH:26]=[CH:25][CH:24]=[CH:23][CH:22]=2)[CH2:9][CH2:10]1 |f:3.4|. Procedure details: To a solution of 0.38 g (2 mmol) of 4-anilino-1-methyl-piperidine 1 dissolved in 10 ml of 1.2-dichloroethane are added 0.3 ml (2×1.2 mmol) of boron trifluoride ether adduct, 0.28 ml (2×1.2 mmol) of silicon tetrachloride, and 0.41 ml (2×2 mmol) of benzonitrile at room temperature with stirring, and the mixture is heated under reflux with stirring for 20 hours. The reaction mixture is cooled and a solution of 2.5 g of sodium hydroxide dissolved in 10 ml of water and 4 ml of methanol are added ther... Starting materials: C(#N)C1=CC=C(C=C1)CCC(CC(=O)OC)C1=CC(=CC=C1)C#N (Methyl 4-(cyano)-beta-[3-(cyano)phenyl]benzene pentanoate), [Li+].[OH-] (LiOH). Solvent: CO (methanol), O (water). Conditions: time 2 hour. Yields the product C(#N)C1=CC=C(C=C1)CCC(CC(=O)O)C1=CC(=CC=C1)C#N (4-(cyano)-beta-[3-(cyano)phenyl]benzene pentanoic acid). Isolated yield 57.7%. RXN SMILES: [C:1]([C:3]1[CH:8]=[CH:7][C:6]([CH2:9][CH2:10][CH:11]([C:17]2[CH:22]=[CH:21][CH:20]=[C:19]([C:23]#[N:24])[CH:18]=2)[CH2:12][C:13]([O:15]C)=[O:14])=[CH:5][CH:4]=1)#[N:2].[Li+].[OH-]>CO.O>[C:1]([C:3]1[CH:8]=[CH:7][C:6]([CH2:9][CH2:10][CH:11]([C:17]2[CH:22]=[CH:21][CH:20]=[C:19]([C:23]#[N:24])[CH:18]=2)[CH2:12][C:13]([OH:15])=[O:14])=[CH:5][CH:4]=1)#[N:2] |f:1.2|. Procedure: Part A. Methyl 4-(cyano)-beta-[3-(cyano)phenyl]benzene pentanoate (0.250 gm, 0.786 mmol) was dissolved in methanol and LiOH (0.056 gm, 2.3 mmol) in 1 mL of water was added. The solution was stirred at room temperature for 2 hrs. and extracted with ethyl acetate. The resultant aqueous layer was made acidic with 1 N HCl and extracted with ethyl acetate. The organic phase was dried over MgSO4 and concentrated to give 4-(cyano)-beta-[3-(cyano)phenyl]benzene pentanoic acid as an oil 0.138 gm (58%). 1... Reactants: CC1(CC(C2C(CCCC12)=O)(C)C)C (1,1,3,3-Tetramethyl-octahydro-inden-4-one), CC1(CC(C=2C(CCCC12)=O)(C)C)C (1,1,3,3-tetramethyl-1,2,3,5,6,7-hexahydro-inden-4-one), CC1(CC(C2C(CCCC12)=O)(C)C)C (1,1,3,3-tetramethyl-octahydro-inden-4-one), C(C)(=O)O.C(=N)N (formamidine acetate), [H][H] (hydrogen). The reagents and catalysts are [Pd] (Pd/C). Run in C(CCC)O (butanol), alcohol. Conditions: temperature 130 celsius, time 24 hour. The product is CC1(CC(C2C1C1=NC=NC=C1CC2)(C)C)C (1,1,3,3-tetramethyl-2,3,3a,4,5,9b-hexahydro-1H-7,9-diaza-cyclopenta[a]naphthalene). RXN SMILES: [CH3:1][C:2]1([CH3:14])[CH:10]2[CH:5]([C:6](=O)[CH2:7][CH2:8][CH2:9]2)[C:4]([CH3:13])([CH3:12])[CH2:3]1.CC1(C)C2CCCC(=O)C=2C(C)(C)C1.[H][H].[C:31](O)(=O)C.[CH:35]([NH2:37])=[NH:36]>[Pd].C(O)CCC>[CH3:12][C:4]1([CH3:13])[CH:5]2[C:6]3[C:7]([CH2:8][CH2:9][CH:10]2[C:2]([CH3:1])([CH3:14])[CH2:3]1)=[CH:31][N:37]=[CH:35][N:36]=3 |f:3.4|. Procedure details: 1,1,3,3-Tetramethyl-octahydro-inden-4-one is first prepared by hydrogenating 1,1,3,3-tetramethyl-1,2,3,5,6,7-hexahydro-inden-4-one (prepared as described in U.S. Pat. No. 3,927,083) with Pd/C in alcohol in a Parr Hydrogenator at 25-60° C. and under 500 psi of hydrogen gas. A 100 mL reaction flask is the charged with 1,1,3,3-tetramethyl-octahydro-inden-4-one (10 g, 0.05 mol), formamidine acetate (27 g, 0.26 mol), and butanol (50 mL). The reaction mixture is heated to 130° C. and stirred for 24 ho...